Dataset: the Open Reaction Database (ORD), a public repository of structured organic reaction records. Task: describe an organic reaction: reactants, conditions, products, and yield Reactants: FC(C(=O)O)(F)F.NC1CCN(CC1)CCN1C(C=CC2=CC=C(N=C12)Cl)=O (1-[2-(4-Aminopiperidin-1-yl)ethyl]-7-chloro-1,8-naphthyridin-2(1H)-one trifluoroacetate), FC(C(=O)O)(F)F.NC1CCN(CC1)CCN1C(C=CC2=CC=C(N=C12)Cl)=O (1-[2-(4-Aminopiperidin-1-yl)ethyl]-7-chloro-1,8-naphthyridin-2(1H)-one trifluoroacetate), C(C)(C)N(CC)C(C)C (di-isopropyl ethylamine), O1CCOC=2C=NC(=CC21)C=O (2,3-dihydro[1,4]dioxino[2,3-c]pyridine-7-carbaldehyde), C(#N)[BH3-].[Na+] (sodium cyanoborohydride). The solvent is CO (methanol), C(C)#N.O (acetonitrile water), ClCCl (dichloromethane). Product: ClC1=CC=C2C=CC(N(C2=N1)CCN1CCC(CC1)NCC1=CC2=C(C=N1)OCCO2)=O (7-Chloro-1-(2-{4-[(2,3-dihydro[1,4]dioxino[2,3-c]pyridin-7-ylmethyl)amino]piperidin-1-yl}ethyl)-1,8-naphthyridin-2(1H)-one). The yield is 11.3%. RXN SMILES: FC(F)(F)C(O)=O.[NH2:8][CH:9]1[CH2:14][CH2:13][N:12]([CH2:15][CH2:16][N:17]2[C:26]3[C:21](=[CH:22][CH:23]=[C:24]([Cl:27])[N:25]=3)[CH:20]=[CH:19][C:18]2=[O:28])[CH2:11][CH2:10]1.C(N(C(C)C)CC)(C)C.[O:38]1[C:47]2[CH:46]=[C:45]([CH:48]=O)[N:44]=[CH:43][C:42]=2[O:41][CH2:40][CH2:39]1.C([BH3-])#N.[Na+]>ClCCl.C(#N)C.O.CO>[Cl:27][C:24]1[N:25]=[C:26]2[C:21]([CH:20]=[CH:19][C:18](=[O:28])[N:17]2[CH2:16][CH2:15][N:12]2[CH2:11][CH2:10][CH:9]([NH:8][CH2:48][C:45]3[N:44]=[CH:43][C:42]4[O:41][CH2:40][CH2:39][O:38][C:47]=4[CH:46]=3)[CH2:14][CH2:13]2)=[CH:22][CH:23]=1 |f:0.1,4.5,7.8|. Procedure: 1-[2-(4-Aminopiperidin-1-yl)ethyl]-7-chloro-1,8-naphthyridin-2(1H)-one trifluoroacetate (Intermediate 138, crude, 405 mg, 0.76 mmol), di-isopropyl ethylamine (0.38 mL, 2.27 mmol), 2,3-dihydro[1,4]dioxino[2,3-c]pyridine-7-carbaldehyde [WO 2004/058144] (180 mg, 1.1 mmol) and sodium cyanoborohydride (100 mg, 1.56 mmol) were reacted as described for Example 21. Chromatography on silica gel using methanol in dichloromethane (0-20% with 1% aqueous ammonium hydroxide) followed by reverse phase chromato... Starting materials: Cl.CNOC (N,O-dimethylhydroxylamine hydrochloride), acid chloride, ClC1=C(C(=O)Cl)C=CC=N1 (2-Chloronicotinoyl chloride). The solvent is C([O-])(O)=O (bicarbonate), C([O-])(O)=O (bicarbonate), O1CCCC1 (tetrahydrofuran). Reaction conditions: time 30 minute. Yields the product ClC1=C(C(=O)N(C)OC)C=CC=N1 (2-Chloro-N-methoxy-N-methylnicotinamide). Isolated yield 84.7%. As a reaction SMILES: [Cl:1][C:2]1[N:10]=[CH:9][CH:8]=[CH:7][C:3]=1[C:4](Cl)=[O:5].Cl.[CH3:12][NH:13][O:14][CH3:15]>O1CCCC1.C(=O)(O)[O-]>[Cl:1][C:2]1[N:10]=[CH:9][CH:8]=[CH:7][C:3]=1[C:4]([N:13]([O:14][CH3:15])[CH3:12])=[O:5] |f:1.2|. Reported procedure: 2-Chloronicotinoyl chloride (36 g, 0.20 mol) was dissolved in tetrahydrofuran (290 mL) and separately N,O-dimethylhydroxylamine hydrochloride (48 g, 0.49 mol) was stirred in 290 mL saturated bicarbonate solution until the degassing subsided. Then the bicarbonate solution was added to the acid chloride solution and the mixture was stirred at room temperature for 30 minutes. The reaction mixture was extracted with ethyl acetate (2×), dried over sodium sulfate, filtered and evaporated to give the d... Starting materials: N1C=NC=C1.Cl (imidazole HCl), S(=O)([O-])S(=O)[O-] (dithionite), DEAE Sepharose, C1(=CC=CC=C1)OP(=O)([O-])[O-] (phenylphosphate), C1(=CC=CC=C1)O (phenol), C(=O)(O)[O-].[Na+] (NaHCO3), NaNO3, OC1=CC=C(C(=O)[O-])C=C1 (4-hydroxy-benzoate). The solvent is OCC(O)CO (glycerol). Yields the product CCCCCCCCCCCCOS(=O)(=O)[O-].[Na+] (SDS). As a reaction SMILES: [C:1]1([OH:7])[CH:6]=[CH:5][CH:4]=[CH:3][CH:2]=1.C([O-])(O)=O.[Na+:12].N1C=CN=C1.Cl.S([S:22]([O-:24])=[O:23])([O-])=O.O[C:26]1[CH:34]=[CH:33][C:29](C([O-])=O)=[CH:28][CH:27]=1.C1([O:41]P([O-])([O-])=O)C=CC=CC=1>OCC(CO)O>[CH3:33][CH2:34][CH2:26][CH2:27][CH2:28][CH2:29][CH2:2][CH2:3][CH2:4][CH2:5][CH2:6][CH2:1][O:7][S:22]([O-:24])(=[O:41])=[O:23].[Na+:12] |f:1.2,3.4,9.10|. Procedure details: Thauera aromatica (K 172) was cultured anaerobically at 30° C. with 0.5 mM phenol and 10 mM NaHCO3 as sole source of carbon and energy, as well as 2 mM NaNO3 as the terminal electron acceptor. The bacterial cells were harvested and 20 g of the bacterial cells were resuspended in 20 mnL 20 mM imidazole/HCl (pH 6.5), 10% glycerol, 0.5 mM dithionite and traces of DNase I, disrupted (French Press, 137.6 MPa) and ultracentrifuged (100 000×g). The supernatant with the soluble protein firaction contain... Reactants: COCCOCOc1ccc(N)cc1, CO, ClCCl, O=C1CCC(=O)O1, c1ccncc1. The product is COCCOCOc1ccc(NC(=O)CCC(=O)O)cc1. RXN SMILES: [CH3:1][O:2][CH2:3][CH2:4][O:5][CH2:6][O:7][c:8]1[cH:9][cH:10][c:11]([NH2:14])[cH:12][cH:13]1.[CH3:31][OH:32].[Cl:22][CH2:23][Cl:24].[O:15]=[C:16]1[CH2:17][CH2:18][C:19](=[O:20])[O:21]1.[cH:25]1[cH:26][cH:27][n:28][cH:29][cH:30]1>>[CH3:1][O:2][CH2:3][CH2:4][O:5][CH2:6][O:7][c:8]1[cH:9][cH:10][c:11]([NH:14][C:19]([CH2:18][CH2:17][C:16](=[O:15])[OH:21])=[O:20])[cH:12][cH:13]1. The reactants are N1CC(CCC1)C(=O)O (piperidine-3-carboxylic acid), S(=O)(Cl)Cl (thionyl chloride), C(C)O (ethanol). Yields the product Cl.C(C)OC(=O)C1C[NH2+]CCC1 (3-(ethoxycarbonyl)piperidinium hydrochloride). RXN SMILES: [NH:1]1[CH2:6][CH2:5][CH2:4][CH:3]([C:7]([OH:9])=[O:8])[CH2:2]1.S(Cl)([Cl:12])=O.[CH2:14](O)[CH3:15]>>[ClH:12].[CH2:14]([O:8][C:7]([CH:3]1[CH2:4][CH2:5][CH2:6][NH2+:1][CH2:2]1)=[O:9])[CH3:15] |f:3.4|. Reported procedure: To a solution of piperidine-3-carboxylic acid (10.7 g, 83 mmol) in ethanol (40 mL) was added thionyl chloride (22.5 mL) at 0° C. dropwise, the reaction mixture was refluxed overnight. Then the mixture was evaporated at reduced pressure to give 3-(ethoxycarbonyl)piperidinium hydrochloride. (13 g, Y: 100%). LC-MS (ESI) (m/z): 158 (M+1)+. Starting materials: Cc1cccc2nc(C)n(C)c(=O)c12, CC(=O)OC(C)=O, O=Cc1ccc(C(=O)c2ccc(C(F)(F)F)cc2)cc1. Product: Cc1cccc2nc(C=Cc3ccc(C(=O)c4ccc(C(F)(F)F)cc4)cc3)n(C)c(=O)c12. Reaction SMILES: [CH3:1][c:2]1[n:3][c:4]2[cH:5][cH:6][cH:7][c:8]([CH3:14])[c:9]2[c:10](=[O:13])[n:11]1[CH3:12].[CH3:35][C:36]([O:37][C:38](=[O:39])[CH3:40])=[O:41].[F:15][C:16]([c:17]1[cH:18][cH:19][c:20]([C:21](=[O:22])[c:23]2[cH:24][cH:25][c:26]([CH:27]=[O:28])[cH:29][cH:30]2)[cH:31][cH:32]1)([F:33])[F:34]>>[CH:1]([c:2]1[n:3][c:4]2[cH:5][cH:6][cH:7][c:8]([CH3:14])[c:9]2[c:10](=[O:13])[n:11]1[CH3:12])=[CH:27][c:26]1[cH:25][cH:24][c:23]([C:21]([c:20]2[cH:19][cH:18][c:17]([C:16]([F:15])([F:33])[F:34])[cH:32][cH:31]2)=[O:22])[cH:30][cH:29]1. The reactants are O=C([O-])[O-], CN(C)C=O, ClCc1ccccc1, [I-], [K+], [K+], [Na+], CCC(=O)c1ccccc1O. Product: CCC(=O)c1ccccc1OCc1ccccc1. Reaction SMILES: [C:22](=[O:23])([O-:24])[O-:25].[CH3:28][N:29]([CH3:30])[CH:31]=[O:32].[Cl:12][CH2:13][c:14]1[cH:15][cH:16][cH:17][cH:18][cH:19]1.[I-:21].[K+:26].[K+:27].[Na+:20].[OH:1][c:2]1[c:3]([C:8]([CH2:9][CH3:10])=[O:11])[cH:4][cH:5][cH:6][cH:7]1>>[O:1]([c:2]1[c:3]([C:8]([CH2:9][CH3:10])=[O:11])[cH:4][cH:5][cH:6][cH:7]1)[CH2:13][c:14]1[cH:15][cH:16][cH:17][cH:18][cH:19]1. The reactants are BrC1=C(C=CC=C1)C1CC(CC(C1)=O)=O (5-(2-bromophenyl)cyclohexane-1,3-dione), Cl.NCC#CC (1-amino-2-butyne hydrochloride), O1CCCC1 (tetrahydrofuran). Solvent: C(C)N(CC)CC (triethylamine). Conditions: time 1 hour. Product: BrC1=C(C=CC=C1)C1CC(C=2C(=CC=NC2C1)C)=O (7-(2-bromophenyl)-4-methyl-5,6,7,8-tetrahydroquinolin-5-one). Isolated yield 29.4%. As a reaction SMILES: [Br:1][C:2]1[CH:7]=[CH:6][CH:5]=[CH:4][C:3]=1[CH:8]1[CH2:13][C:12](=[O:14])[CH2:11][C:10](=O)[CH2:9]1.Cl.[NH2:17][CH2:18][C:19]#[C:20][CH3:21].O1CCCC1>C(N(CC)CC)C>[Br:1][C:2]1[CH:7]=[CH:6][CH:5]=[CH:4][C:3]=1[CH:8]1[CH2:9][C:10]2[N:17]=[CH:18][CH:19]=[C:20]([CH3:21])[C:11]=2[C:12](=[O:14])[CH2:13]1 |f:1.2|. Procedure: To a mixture of 5-(2-bromophenyl)cyclohexane-1,3-dione (1.5 g), 1-amino-2-butyne hydrochloride (0.59 g) and tetrahydrofuran (30 ml) was added triethylamine (0.57 g). The mixture was stirred at room temperature for 1 hour, refluxed for 13 hours and cooled, and insoluble materials were filtered off. Under reduced pressure, the solvent was evaporated, and to the residue was added diphenylether. The mixture was stirred at 250° C. for 12 hours and cooled, and to the mixture was added diethylether. Th...